Task: describe an organic reaction: reactants, conditions, products, and yield. Dataset: the Open Reaction Database (ORD), a public repository of structured organic reaction records The reactants are NC1=CC=CC(C=C1O)=O (5-amino-6-hydroxy-2,4,6-cycloheptatrien-1-one), C(C)OC=C(C(=O)OCC)C(=O)OCC (diethyl ethoxymethylenemalonate), C(C)O (ethanol). Yields the product OC1=CC=C(C=CC1=O)NC=C(C(=O)O)C(=O)O (2-[(4-hydroxy-5-oxo-1,3,6-cycloheptatriene-1-yl)aminomethylene]propanedioic acid). Reaction SMILES: [NH2:1][C:2]1[C:8](O)=[CH:7][C:6](=[O:10])[CH:5]=[CH:4][CH:3]=1.C(O[CH:14]=[C:15]([C:21]([O:23]CC)=[O:22])[C:16]([O:18]CC)=[O:17])C.C([OH:28])C>>[OH:28][C:5]1[C:6](=[O:10])[CH:7]=[CH:8][C:2]([NH:1][CH:14]=[C:15]([C:21]([OH:23])=[O:22])[C:16]([OH:18])=[O:17])=[CH:3][CH:4]=1. Procedure: A mixture of 5-amino-6-hydroxy-2,4,6-cycloheptatrien-1-one (5.76 g), described by T. Nozoe et al., Proc. Japan Acad., 27, 188 (1951), and diethyl ethoxymethylenemalonate (15.2 g) was heated at 140° C. for 2 hr. The reaction mixture was cooled and dissolved in ethanol. The resulting crystalline precipitate was collected, treated with charcoal in a chloroform solution and the recrystallized from ethanol to give 4.76 g of 2-[(4-hydroxy-5-oxo-1,3,6-cycloheptatriene-1-yl)aminomethylene]propanedioic a... Starting materials: ClCC=O (chloroacetaldehyde), C(C1=CC=CC=C1)OC1=CC=C(C=C1C1=CC=C(C=C1)C(F)(F)F)[C@H]1[C@@H](C1)N ((trans)-2-(6-(benzyloxy)-4′-(trifluoromethyl)biphenyl-3-yl)cyclopropanamine), Na(CN)BH3. The solvent is C(Cl)Cl (DCM). Reaction conditions: time 1 hour. Product: C(C1=CC=CC=C1)OC1=CC=C(C=C1C1=CC=C(C=C1)C(F)(F)F)[C@H]1[C@@H](C1)NCCCl ((trans)-2-(6-(benzyloxy)-4′-(trifluoromethyl)biphenyl-3-yl)-N-(2-chloroethyl)cyclopropanamine). Yield: 53.9%. RXN SMILES: [CH2:1]([O:8][C:9]1[C:14]([C:15]2[CH:20]=[CH:19][C:18]([C:21]([F:24])([F:23])[F:22])=[CH:17][CH:16]=2)=[CH:13][C:12]([C@@H:25]2[CH2:27][C@H:26]2[NH2:28])=[CH:11][CH:10]=1)[C:2]1[CH:7]=[CH:6][CH:5]=[CH:4][CH:3]=1.[Cl:29][CH2:30][CH:31]=O>C(Cl)Cl>[CH2:1]([O:8][C:9]1[C:14]([C:15]2[CH:20]=[CH:19][C:18]([C:21]([F:22])([F:23])[F:24])=[CH:17][CH:16]=2)=[CH:13][C:12]([C@@H:25]2[CH2:27][C@H:26]2[NH:28][CH2:31][CH2:30][Cl:29])=[CH:11][CH:10]=1)[C:2]1[CH:3]=[CH:4][CH:5]=[CH:6][CH:7]=1. Procedure: To a solution of (trans)-2-(6-(benzyloxy)-4′-(trifluoromethyl)biphenyl-3-yl)cyclopropanamine (520 mg, 2.08 mmol) in DCM (6 mL), 4° A molecular sieves was added followed by chloroacetaldehyde (0.33 mL, 2.5 mmol) and stirred at RT for 1 h. After completion, monitored by TLC, the reaction mixture was cooled at −10° C. and Na(CN)BH3 (157 mg, 2.5 mmol) was added and stirred at RT for 2 h. After completion, the reaction mixture was quenched with NH4Cl (5%) and filtered through a pad of celite. The fil...